Dataset: the Open Reaction Database (ORD), a public repository of structured organic reaction records. Task: describe an organic reaction: reactants, conditions, products, and yield Starting materials: CC=1C=CC(=C(C1)[C@H](CCN(C(C)C)C(C)C)C=2C=CC=CC2)O (tolterodine), C(C=1C(O)=CC=C(O)C1)(=O)O (gentisic acid). Run in CC(=O)C (acetone), CC(=O)C (acetone). Yields the product CC=1C=CC(=C(C1)[C@H](CCN(C(C)C)C(C)C)C=2C=CC=CC2)O.C(C=1C(O)=CC=C(O)C1)(=O)[O-] (Tolterodine Gentisate). Isolated yield 42.5%. As a reaction SMILES: [CH3:1][C:2]1[CH:3]=[CH:4][C:5]([OH:24])=[C:6]([C@@H:8]([C:18]2[CH:19]=[CH:20][CH:21]=[CH:22][CH:23]=2)[CH2:9][CH2:10][N:11]([CH:15]([CH3:17])[CH3:16])[CH:12]([CH3:14])[CH3:13])[CH:7]=1.[C:25]([OH:35])(=[O:34])[C:26]1[C:27](=[CH:29][CH:30]=[C:31]([CH:33]=1)[OH:32])[OH:28]>CC(C)=O>[CH3:1][C:2]1[CH:3]=[CH:4][C:5]([OH:24])=[C:6]([C@@H:8]([C:18]2[CH:19]=[CH:20][CH:21]=[CH:22][CH:23]=2)[CH2:9][CH2:10][N:11]([CH:12]([CH3:14])[CH3:13])[CH:15]([CH3:16])[CH3:17])[CH:7]=1.[C:25]([O-:35])(=[O:34])[C:26]1[C:27](=[CH:29][CH:30]=[C:31]([CH:33]=1)[OH:32])[OH:28] |f:3.4|. Procedure details: 3.25 g of tolterodine dissolved in 50 mL of acetone was mixed at room temperature (25° C.) with 4.80 g of gentisic acid, which was suspended in 50 mL of acetone, and then stirred. Acetone in the above mixture was removed by nitrogen reflux apparatus, and when about 10 20 mL of acetone was removed there started to appear a solid precipitate. After stirring the mixture at room temperature (25° C.) for 1 hour, the solid precipitate was filtered and then washed with hexane. The resultant was dried a... Reactants: O=C1N(CN(C12CCNCC2)C2=CC=CC=C2)CC2=C(C(=O)OC(C)(C)C)C=CC=C2 (tert-butyl 2-((4-oxo-1-phenyl-1,3,8-triazaspiro[4.5]decan-3-yl)methyl)benzoate), ClCCCN1C(N(C2=C1C=CC=C2)C2CC2)=O (1-(3-chloropropyl)-3-cyclopropyl-1H-benzo[d]imidazol-2(3H)-one), [I-].[Na+] (sodium iodide), C([O-])([O-])=O.[K+].[K+] (potassium carbonate). Run in CC(CC)=O (2-butanone). Run at temperature 81 celsius, time 16 hour. Yields the product C1(CC1)N1C(N(C2=C1C=CC=C2)CCCN2CCC1(C(N(CN1C1=CC=CC=C1)CC1=C(C(=O)OC(C)(C)C)C=CC=C1)=O)CC2)=O (tert-butyl 2-((8-(3-(3-cyclopropyl-2-oxo-2,3-dihydro-1H-benzo[d]imidazol-1-yl)propyl)-4-oxo-1-phenyl-1,3,8-triazaspiro[4.5]decan-3-yl)methyl)benzoate). Isolated yield 76.2%. As a reaction SMILES: [O:1]=[C:2]1[C:6]2([CH2:11][CH2:10][NH:9][CH2:8][CH2:7]2)[N:5]([C:12]2[CH:17]=[CH:16][CH:15]=[CH:14][CH:13]=2)[CH2:4][N:3]1[CH2:18][C:19]1[CH:31]=[CH:30][CH:29]=[CH:28][C:20]=1[C:21]([O:23][C:24]([CH3:27])([CH3:26])[CH3:25])=[O:22].Cl[CH2:33][CH2:34][CH2:35][N:36]1[C:40]2[CH:41]=[CH:42][CH:43]=[CH:44][C:39]=2[N:38]([CH:45]2[CH2:47][CH2:46]2)[C:37]1=[O:48].[I-].[Na+].C(=O)([O-])[O-].[K+].[K+]>CC(=O)CC>[CH:45]1([N:38]2[C:39]3[CH:44]=[CH:43][CH:42]=[CH:41][C:40]=3[N:36]([CH2:35][CH2:34][CH2:33][N:9]3[CH2:8][CH2:7][C:6]4([N:5]([C:12]5[CH:13]=[CH:14][CH:15]=[CH:16][CH:17]=5)[CH2:4][N:3]([CH2:18][C:19]5[CH:31]=[CH:30][CH:29]=[CH:28][C:20]=5[C:21]([O:23][C:24]([CH3:27])([CH3:25])[CH3:26])=[O:22])[C:2]4=[O:1])[CH2:11][CH2:10]3)[C:37]2=[O:48])[CH2:47][CH2:46]1 |f:2.3,4.5.6|. Procedure: A mixture of tert-butyl 2-((4-oxo-1-phenyl-1,3,8-triazaspiro[4.5]decan-3-yl)methyl)benzoate (200 mg, 0.475 mmol, 1 equiv), 1-(3-chloropropyl)-3-cyclopropyl-1H-benzo[d]imidazol-2(3H)-one (118.75 mg, 0.475 mmol, 1 equiv), sodium iodide (28.5 mg, 0.19 mmol, 0.4 equiv) and potassium carbonate (131.3 mg, 0.95 mmol, 2 equiv) in 2-butanone was stirred at 81° C. for 16 h. After cooling the reaction mixture, the crude mixture was partitioned between ethyl acetate and water. The organic layer was dried ov... The reactants are [Na] (sodium), CC12CC(CC(C2CCO1)(C)C)=O (1,5,5-trimethyl-9-oxa-bicyclo[4.3.0]nonan-3-one), O=C1C=C(C(C(C1)(C)C)CCO)C (2-(4-keto-2,6,6-trimethylcyclohex-2-en-1-yl)ethanol), CC12C=CCC(C2CCO1)(C)C (1,5,5-trimethyl-9-oxa-bicyclo[4.3.0]non-2-ene). Yields the product CC1=CCCC(C1/C=C/C(=O)C)(C)C (α-ionone). Reaction SMILES: [Na].O=[C:3]1[CH2:8][C:7]([CH3:10])([CH3:9])[CH:6]([CH2:11][CH2:12]O)[C:5]([CH3:14])=[CH:4]1.CC12[O:24][CH2:23][CH2:22]C1C(C)(C)CC=C2.CC12OCCC1C(C)(C)CC(=O)C2>>[CH3:14][C:5]1[CH:6](/[CH:11]=[CH:12]/[C:23]([CH3:22])=[O:24])[C:7]([CH3:10])([CH3:9])[CH2:8][CH2:3][CH:4]=1 |^1:0|. Procedure details: Identification has been carried out by mass spectrum as stated above. The composition can be characterized by the presence of compounds 1 [2-(4-hydroxy-2,6,6-trimethylcyclohex-2-en-1-yl)ethanol] and 2 [2-(4-keto-2,6,6-trimethylcyclohex-2-en-1-yl)ethanol] and especially 3 [1,5,5-trimethyl-9-oxa-bicyclo[4.3.0]non-2-ene] and 4 [1,5,5-trimethyl-9-oxa-bicyclo[4.3.0]nonan-3-one]. (See Table A). The reactants are alkali-aluminium silicate, O=C1N(C(C2=C3C(C=CC=C13)=CC=C2)=O)CC(=O)O (1,3-dioxo-1H-benz[de]isoquinoline-2(3H)-acetic acid), O.C1(=CC=C(C=C1)S(=O)(=O)O)C (p-toluenesulfonic acid hydrate), C(C)O (ethanol). Run in C1(=CC=CC=C1)C (toluene). Product: C(C)OC(CN1C(C2=CC=CC=3C2=C(C1=O)C=CC3)=O)=O (1,3-Dioxo-1H-benz[de]isoquinoline-2(3H)-acetic Acid Ethyl Ester). Reaction SMILES: [O:1]=[C:2]1[C:11]2[C:6]3[C:7](=[CH:12][CH:13]=[CH:14][C:5]=3[C:4](=[O:15])[N:3]1[CH2:16][C:17]([OH:19])=[O:18])[CH:8]=[CH:9][CH:10]=2.O.[C:21]1(C)C=CC(S(O)(=O)=O)=C[CH:22]=1.C(O)C>C1(C)C=CC=CC=1>[CH2:21]([O:18][C:17](=[O:19])[CH2:16][N:3]1[C:4](=[O:15])[C:5]2[CH:14]=[CH:13][CH:12]=[C:7]3[C:6]=2[C:11](=[CH:10][CH:9]=[CH:8]3)[C:2]1=[O:1])[CH3:22] |f:1.2|. Procedure details: A mechanically-stirred mixture of 1,3-dioxo-1H-benz[de]isoquinoline-2(3H)-acetic acid (125.0 g, 0.49 mole), p-toluenesulfonic acid hydrate (9.3 g, 0.049 mole), anhydrous pure ethanol (226 g, 288 ml, 0.49 mole) and dry toluene (750 ml) was heated at reflux for 16 hr in a Soxhlet apparatus in which the thimble was filled with hydrated alkali-aluminium silicate (3 A Molecular Sieves). The title compound was crystallized from the reaction mixture after cooling to room temperature. The crystals were ... Reactants: N1(CCNCCCNCCNCCC1)CC1=CC=C(C(=O)O)C=C1 (4-(1,4,8,11-tetraazacyclotetradec-1-ylmethyl)-benzoic acid), CO (methanol), FC(COC(C)=O)(F)F (trifluoroethylacetate). Run in C(C)N(CC)CC (triethyl amine). Reaction conditions: time 60 hour. Yields the product FC(C(=O)N1CCN(CCCN(CCN(CCC1)C(C(F)(F)F)=O)C(C(F)(F)F)=O)CC1=CC=C(C(=O)O)C=C1)(F)F (4-(4,8,11-Tris-(2,2,2-trifluoroacetyl)-1,4,8,11-tetraazacyclotetradec-1-ylmethyl)-benzoic acid). As a reaction SMILES: [N:1]1([CH2:15][C:16]2[CH:24]=[CH:23][C:19]([C:20]([OH:22])=[O:21])=[CH:18][CH:17]=2)[CH2:14][CH2:13][CH2:12][NH:11][CH2:10][CH2:9][NH:8][CH2:7][CH2:6][CH2:5][NH:4][CH2:3][CH2:2]1.[CH3:25][OH:26].[F:27][C:28]([F:35])([F:34])[CH2:29][O:30]C(=O)C>C(N(CC)CC)C>[F:35][C:28]([F:27])([F:34])[C:29]([N:4]1[CH2:5][CH2:6][CH2:7][N:8]([C:25](=[O:26])[C:28]([F:35])([F:34])[F:27])[CH2:9][CH2:10][N:11]([C:29](=[O:30])[C:28]([F:35])([F:34])[F:27])[CH2:12][CH2:13][CH2:14][N:1]([CH2:15][C:16]2[CH:24]=[CH:23][C:19]([C:20]([OH:22])=[O:21])=[CH:18][CH:17]=2)[CH2:2][CH2:3]1)=[O:30]. Procedure: To a two-neck round bottom flask purged with argon was added successively 4-(1,4,8,11-tetraazacyclotetradec-1-ylmethyl)-benzoic acid (90 mg, 0.24 mmol), dry methanol (1 ml), dry triethyl amine (0.5 ml) and trifluoroethylacetate (1.7 ml). All following procedures were carried on in argon atmosphere. The mixture was stirred for 60 hours. After that the solvents were removed at reduced pressure and the residue was taken up in dry tetrahydrofurane (5 ml). The THF solution was filtered and the solven... Starting materials: C1(=CC=CC=C1)C(N1C(C(C2=CC(=CC=C12)C)C1=CC2=C(OCO2)C=C1O)=O)C1=CC=CC=C1 (1-(diphenylmethyl)-3-(6-hydroxy-1,3-benzodioxol-5-yl)-5-methyl-1,3-dihydro-2H-indol-2-one), C=O (para-formaldehyde), C(C)(C)NC(C)C (diisopropylamine). The solvent is ClCCl (dichloromethane). Conditions: time 3 hour. Product: C1(=CC=CC=C1)C(N1C(C(C2=CC(=CC=C12)C)(CO)C1=CC2=C(OCO2)C=C1O)=O)C1=CC=CC=C1 (1-(diphenylmethyl)-3-(6-hydroxy-1,3-benzodioxol-5-yl)-3-(hydroxymethyl)-5-methyl-1,3-dihydro-2H-indol-2-one). Yield: 62.0%. RXN SMILES: [C:1]1([CH:7]([C:29]2[CH:34]=[CH:33][CH:32]=[CH:31][CH:30]=2)[N:8]2[C:16]3[C:11](=[CH:12][C:13]([CH3:17])=[CH:14][CH:15]=3)[CH:10]([C:18]3[C:26]([OH:27])=[CH:25][C:21]4[O:22][CH2:23][O:24][C:20]=4[CH:19]=3)[C:9]2=[O:28])[CH:6]=[CH:5][CH:4]=[CH:3][CH:2]=1.[CH2:35]=[O:36].C(NC(C)C)(C)C>ClCCl>[C:29]1([CH:7]([C:1]2[CH:2]=[CH:3][CH:4]=[CH:5][CH:6]=2)[N:8]2[C:16]3[C:11](=[CH:12][C:13]([CH3:17])=[CH:14][CH:15]=3)[C:10]([C:18]3[C:26]([OH:27])=[CH:25][C:21]4[O:22][CH2:23][O:24][C:20]=4[CH:19]=3)([CH2:35][OH:36])[C:9]2=[O:28])[CH:30]=[CH:31][CH:32]=[CH:33][CH:34]=1. Procedure: To a solution of 1-(diphenylmethyl)-3-(6-hydroxy-1,3-benzodioxol-5-yl)-5-methyl-1,3-dihydro-2H-indol-2-one (1.61 g, 3.60 mmol) and para-formaldehyde (0.43 g, 14.6 mmol) in dichloromethane (60.0 mL) was added diisopropylamine (7.20 mmol). After stirring at ambient temperature for 3 h, the reaction was quenched with saturated aqueous ammonium chloride (60.0 mL). The organic layer was separated and washed with water (3×100 mL), dried over sodium sulfate and filtered. The filtrate was concentrated i... The reactants are Cl (hydrochloric acid), [OH-].[Na+] (Sodium hydroxide), CC(=CC(=O)OCC)C#CS(=O)(=O)C1=CC=2C(CCC(C2C=C1C)(C)C)(C)C (ethyl 3-methyl-5-(3,5,5,8,8-pentamethyl-5,6,7,8-tetrahydronaphthalen-2-ylsulphonyl)pent-2-en-4-ynoate), C(C)OCC.O (ethyl ether water). Run in C1CCOC1 (THF). Product: CC(=CC(=O)O)C#CS(=O)(=O)C1=CC=2C(CCC(C2C=C1C)(C)C)(C)C (3-Methyl-5-(3,5,5,8,8-pentamethyl-5,6,7,8-tetrahydronaphthalen-2-ylsulphonyl)pent-2-en-4-ynoic Acid). As a reaction SMILES: [OH-].[Na+].[CH3:3][C:4]([C:11]#[C:12][S:13]([C:16]1[C:25]([CH3:26])=[CH:24][C:23]2[C:22]([CH3:28])([CH3:27])[CH2:21][CH2:20][C:19]([CH3:30])([CH3:29])[C:18]=2[CH:17]=1)(=[O:15])=[O:14])=[CH:5][C:6]([O:8]CC)=[O:7].C(OCC)C.O.Cl>C1COCC1>[CH3:3][C:4]([C:11]#[C:12][S:13]([C:16]1[C:25]([CH3:26])=[CH:24][C:23]2[C:22]([CH3:28])([CH3:27])[CH2:21][CH2:20][C:19]([CH3:30])([CH3:29])[C:18]=2[CH:17]=1)(=[O:15])=[O:14])=[CH:5][C:6]([OH:8])=[O:7] |f:0.1,3.4|. Procedure details: Sodium hydroxide (400 mg, 10 mmol) is added to a solution of ethyl 3-methyl-5-(3,5,5,8,8-pentamethyl-5,6,7,8-tetrahydronaphthalen-2-ylsulphonyl)pent-2-en-4-ynoate (400 mg, 1.6 mmol) in 15 ml of THF. The medium is refluxed for 4 h. It is then poured into an ethyl ether/water mixture, acidified to pH 1 with concentrated hydrochloric acid solution and extracted with ethyl ether. After separation of the phases by settling, the organic phase is washed twice with water, dried over anhydrous magnesium ... The reactants are cuprous, IC1=C(C=CC=C1)O (o-iodophenol), N1=CC=CC=C1 (pyridine). The product is C(C)C1=CC=C(C=C1)C=1OC2=C(C1)C=CC=C2 (2-(4-ethylphenyl)benzofuran). As a reaction SMILES: I[C:2]1[CH:7]=[CH:6][CH:5]=[CH:4][C:3]=1[OH:8].N1[CH:14]=[CH:13][CH:12]=[CH:11][CH:10]=1>>[CH2:11]([C:12]1[CH:4]=[CH:3][C:2]([C:7]2[O:8][C:3]3[CH:4]=[CH:5][CH:6]=[CH:7][C:2]=3[CH:6]=2)=[CH:14][CH:13]=1)[CH3:10]. Procedure details: A flask containing 5.4 g. (0.028 mol.) of cuprous 4-ethylphenylacetylide in 100 ml. of pyridine is thoroughly flushed with nitrogen. A solution of 6.19 g. (0.028 mol.) of o-iodophenol in 50 ml. of pyridine is added under nitrogen and the reaction mixture is stirred and heated at 120° for 22 hours. The pyridine is removed by distillation in vacuo, the residue is added to an ice-water mixture and the gummy precipitate is collected and dissolved in methylene chloride. The methylene chloride solutio... The reactants are BrC=1C=CC=2N(C1)C(=NN2)SC=2C=C1C=C(C=NC1=CC2)N2CCC(CC2)O[Si](C)(C)C(C)(C)C (6-((6-Bromo-[1,2,4]triazolo[4,3-a]pyridin-3-yl)thio)-3-(4-((tert-butyldimethylsilyl)oxy) piperidin-1-yl) quinoline), O1CCOCC1 (1,4-Dioxane), [Sn] (Tin). Reagents/catalysts: Cl[Pd]([P](C1=CC=CC=C1)(C2=CC=CC=C2)C3=CC=CC=C3)([P](C4=CC=CC=C4)(C5=CC=CC=C5)C6=CC=CC=C6)Cl (PdCl2(PPh3)2). Conditions: temperature 120 celsius. Product: [Si](C)(C)(C(C)(C)C)OC1CCN(CC1)C=1C=NC2=CC=C(C=C2C1)SC1=NN=C2N1C=C(C=C2)C(=C)OCC (3-(4-((Tert-butyldimethylsilyl)oxy)piperidin-1-yl)-6-((6-(1-ethoxyvinyl)-[1,2,4]triazolo[4,3-a]pyridin-3-yl)thio)quinoline). Yield: 90.0%. Reaction SMILES: Br[C:2]1[CH:3]=[CH:4][C:5]2[N:6]([C:8]([S:11][C:12]3[CH:13]=[C:14]4[C:19](=[CH:20][CH:21]=3)[N:18]=[CH:17][C:16]([N:22]3[CH2:27][CH2:26][CH:25]([O:28][Si:29]([C:32]([CH3:35])([CH3:34])[CH3:33])([CH3:31])[CH3:30])[CH2:24][CH2:23]3)=[CH:15]4)=[N:9][N:10]=2)[CH:7]=1.[Sn].[O:37]1[CH2:42][CH2:41]O[CH2:39][CH2:38]1>Cl[Pd](Cl)([P](C1C=CC=CC=1)(C1C=CC=CC=1)C1C=CC=CC=1)[P](C1C=CC=CC=1)(C1C=CC=CC=1)C1C=CC=CC=1>[Si:29]([O:28][CH:25]1[CH2:26][CH2:27][N:22]([C:16]2[CH:17]=[N:18][C:19]3[C:14]([CH:15]=2)=[CH:13][C:12]([S:11][C:8]2[N:6]4[CH:7]=[C:2]([C:38]([O:37][CH2:42][CH3:41])=[CH2:39])[CH:3]=[CH:4][C:5]4=[N:10][N:9]=2)=[CH:21][CH:20]=3)[CH2:23][CH2:24]1)([C:32]([CH3:35])([CH3:34])[CH3:33])([CH3:31])[CH3:30] |^3:35,^1:45,64|. Procedure: The solution of (76.1) (100 mg, 0.175 mmol) and PdCl2(PPh3)2 (12.30 mg, 0.018 mmol) in 1,4-Dioxane (2 ml) was bubbled with Argon for 5 mins, Tin reagent (95 mg, 0.263 mmol) was added by injection and the mixture was bubbled with Argon for another 5 mins, and the tube was sealed and heated to 120° C. for 3 hr. Monitored the reaction by TLC. The solvent was evaporated and the residue was purified by flash chromatography and eluented with DCM/MeOH (40:1˜20:1) to give pure desired product (76.2) as ... The reactants are C(=O)([O-])[O-].[K+].[K+] (K2CO3), FC1=C(CBr)C(=CC(=C1)F)F (2,4,6-trifluorobenzyl bromide), CN(C)C=O (DMF), COC1=C(C=C(C=C1C)N1S(C2=C(N(C1=O)CC1=C(C=C(C=C1F)F)F)C=CC=C2)(=O)=O)C (2-(4-methoxy-3,5-dimethylphenyl)-4-(2,4,6-trifluorobenzyl)-2H-1,2,4-benzothiadiazin-3(4H)-one 1,1-dioxide). The product is COC=1C=C(C=NC1OC)N1S(C2=C(N(C1=O)CC1=C(C=C(C=C1F)F)F)C=CC=C2)(=O)=O (2-(5,6-Dimethoxypyridin-3-yl)-4-(2,4,6-trifluorobenzyl)-2H-1,2,4-benzothiadiazin-3(4H)-one 1,1-dioxide). As a reaction SMILES: [C:1]([O-:4])([O-])=O.[K+].[K+].FC1C=C(F)C=C(F)C=1CBr.[CH3:18][O:19][C:20]1C(C)=[CH:24][C:23]([N:27]2[C:32](=[O:33])[N:31]([CH2:34][C:35]3[C:40]([F:41])=[CH:39][C:38]([F:42])=[CH:37][C:36]=3[F:43])[C:30]3[CH:44]=[CH:45][CH:46]=[CH:47][C:29]=3[S:28]2(=[O:49])=[O:48])=[CH:22][C:21]=1C.C[N:52](C=O)C>>[CH3:1][O:4][C:21]1[CH:22]=[C:23]([N:27]2[C:32](=[O:33])[N:31]([CH2:34][C:35]3[C:40]([F:41])=[CH:39][C:38]([F:42])=[CH:37][C:36]=3[F:43])[C:30]3[CH:44]=[CH:45][CH:46]=[CH:47][C:29]=3[S:28]2(=[O:49])=[O:48])[CH:24]=[N:52][C:20]=1[O:19][CH3:18] |f:0.1.2|. Reported procedure: The title compound (103 mg, 0.21 mmol) was prepared from (IntA19) (84 mg, 0.25 mmol), K2CO3 (104 mg, 0.75 mmol) and 2,4,6-trifluorobenzyl bromide (68 mg, 0.30 mmol) in DMF (2 mL) using the methods of (115).